Dataset: the Open Reaction Database (ORD), a public repository of structured organic reaction records. Task: describe an organic reaction: reactants, conditions, products, and yield Reactants: C(OC(C)Cl)(OC1=CC=C(C=C1)[N+](=O)[O-])=O (1-Chloroethyl p-Nitrophenyl Carbonate), mercuric acetate, C(C)(=O)O (acetic acid). Conditions: time 22 hour. Product: C(OC(C)OC(C)=O)(OC1=CC=C(C=C1)[N+](=O)[O-])=O (1-Acetoxyethyl p-Nitrophenyl Carbonate). Reaction SMILES: [C:1](=[O:16])([O:6][C:7]1[CH:12]=[CH:11][C:10]([N+:13]([O-:15])=[O:14])=[CH:9][CH:8]=1)[O:2][CH:3](Cl)[CH3:4].[C:17]([OH:20])(=[O:19])[CH3:18]>>[C:1](=[O:16])([O:6][C:7]1[CH:12]=[CH:11][C:10]([N+:13]([O-:15])=[O:14])=[CH:9][CH:8]=1)[O:2][CH:3]([O:20][C:17](=[O:19])[CH3:18])[CH3:4]. Procedure: To a solution of 10.0 g of product from Example 317 in 250 ml of acetic acid is added 15.0 g mercuric acetate. The mixture is stirred at room temperature for 22 hours, concentrated in vacuo, and purified by chromatography (Silica gel: methylene chloride -5% methyl alcohol/methylene chloride) to give 7.5 g of the desired product. Starting materials: C1CCOC1, COC(=O)C1CNc2cc(Cc3cc(C4OC(CO)C(O)C(O)C4O)ccc3Cl)ccc2O1, CO, [Li+], [OH-], O. The product is O=C(O)C1CNc2cc(Cc3cc(C4OC(CO)C(O)C(O)C4O)ccc3Cl)ccc2O1. Reaction SMILES: [CH2:36]1[O:37][CH2:38][CH2:39][CH2:40]1.[CH3:1][O:2][C:3](=[O:4])[CH:5]1[O:6][c:7]2[c:8]([cH:11][c:12]([CH2:15][c:16]3[c:17]([Cl:33])[cH:18][cH:19][c:20]([CH:22]4[O:23][CH:24]([CH2:31][OH:32])[CH:25]([OH:30])[CH:26]([OH:29])[CH:27]4[OH:28])[cH:21]3)[cH:13][cH:14]2)[NH:9][CH2:10]1.[CH3:41][OH:42].[Li+:34].[OH-:35].[OH2:43]>>[O:2]=[C:3]([OH:4])[CH:5]1[O:6][c:7]2[c:8]([cH:11][c:12]([CH2:15][c:16]3[c:17]([Cl:33])[cH:18][cH:19][c:20]([CH:22]4[O:23][CH:24]([CH2:31][OH:32])[CH:25]([OH:30])[CH:26]([OH:29])[CH:27]4[OH:28])[cH:21]3)[cH:13][cH:14]2)[NH:9][CH2:10]1. The reactants are methylazine, C(C)O (ethanol), C(=O)(OC(C)(C)C)N[C@@H](CC1=CC=C(C=C1)C#N)C(=O)O (N-Boc-4-cyanophenylalanine), FC1=C(C(=C(C(=C1O)F)F)F)F (pentafluorophenol), CN1CCOCC1 (4-methylmorpholine). The solvent is C(Cl)Cl (CH2Cl2). Reaction conditions: time 3 hour. The product is CNC([C@@H](NC(=O)OC(C)(C)C)CC1=CC=C(C=C1)C#N)=O (N-Boc-4-cyanophenylalanine-N-methylamide). Yield: 91.9%. RXN SMILES: [C:1]([NH:8][C@H:9]([C:19]([OH:21])=O)[CH2:10][C:11]1[CH:16]=[CH:15][C:14]([C:17]#[N:18])=[CH:13][CH:12]=1)([O:3][C:4]([CH3:7])([CH3:6])[CH3:5])=[O:2].FC1C(O)=C(F)C(F)=C(F)C=1F.[CH3:34][N:35]1CCOCC1.C(O)C>C(Cl)Cl>[CH3:34][NH:35][C:19](=[O:21])[C@H:9]([CH2:10][C:11]1[CH:12]=[CH:13][C:14]([C:17]#[N:18])=[CH:15][CH:16]=1)[NH:8][C:1]([O:3][C:4]([CH3:5])([CH3:6])[CH3:7])=[O:2]. Reported procedure: A solution of N-Boc-4-cyanophenylalanine (1.92 g, 6.6 mmol) and pentafluorophenol (2.43 g, 13.2 mmol) in CH2Cl2 (30 ml) at 0° C. was treated with 4-methylmorpholine (0.74 g, 7.3 mmol). After stirring the reaction mixture for 3 hours, 8M methylazine in ethanol (15 ml, 19.8 mmol) was added and the reaction mixture left to stir at room temperature for 16 hours. The solvent was removed under pressure, the residue dissolved in CH2Cl2 (50 ml) and washed with saturated sodium bicarbonate (2×50 ml) , 1M... The reactants are CN(C)C=O, Fc1cccc2oc(S)nc12, O=S(Cl)Cl. Yields the product Fc1cccc2oc(Cl)nc12. Reaction SMILES: [CH3:16][N:17]([CH3:18])[CH:19]=[O:20].[F:1][c:2]1[cH:3][cH:4][cH:5][c:6]2[c:7]1[n:8][c:9]([SH:11])[o:10]2.[S:12]([Cl:13])([Cl:14])=[O:15]>>[F:1][c:2]1[cH:3][cH:4][cH:5][c:6]2[c:7]1[n:8][c:9]([Cl:14])[o:10]2. Reactants: Cc1ccccc1, CCOC(=O)C(F)C(=O)C(F)(F)F, N. Product: CCOC(=O)C(F)=C(N)C(F)(F)F. As a reaction SMILES: [CH3:15][c:16]1[cH:17][cH:18][cH:19][cH:20][cH:21]1.[F:1][CH:2]([C:3](=[O:4])[O:5][CH2:6][CH3:7])[C:8]([C:9]([F:10])([F:11])[F:12])=[O:13].[NH3:14]>>[F:1][C:2]([C:3](=[O:4])[O:5][CH2:6][CH3:7])=[C:8]([C:9]([F:10])([F:11])[F:12])[NH2:14]. The reactants are B(Br)(Br)Br (boron tribromide), C(#N)C=1C=C(C=CC1OC)C1=NSC(=C1)C(=O)OCC (ethyl 3-(3-cyano-4-methoxyphenyl)isothiazole-5-carboxylate). Solvent: ClCCl (dichloromethane). Run at time 1 hour. The product is C(#N)C=1C=C(C=CC1O)C1=NSC(=C1)C(=O)OCC (ethyl 3-(3-cyano-4-hydroxyphenyl)isothiazole-5-carboxylate). Reaction SMILES: B(Br)(Br)Br.[C:5]([C:7]1[CH:8]=[C:9]([C:15]2[CH:19]=[C:18]([C:20]([O:22][CH2:23][CH3:24])=[O:21])[S:17][N:16]=2)[CH:10]=[CH:11][C:12]=1[O:13]C)#[N:6]>ClCCl>[C:5]([C:7]1[CH:8]=[C:9]([C:15]2[CH:19]=[C:18]([C:20]([O:22][CH2:23][CH3:24])=[O:21])[S:17][N:16]=2)[CH:10]=[CH:11][C:12]=1[OH:13])#[N:6]. Procedure details: Under ice-cooling, boron tribromide was added to a dichloromethane solution of ethyl 3-(3-cyano-4-methoxyphenyl)isothiazole-5-carboxylate, followed by stirring for 1 hour and then stirring at 40° C. for 3 hours to obtain ethyl 3-(3-cyano-4-hydroxyphenyl)isothiazole-5-carboxylate. AP: 297. Reactants: CCO, Cl, COC(=O)c1ccccc1-c1ccc(OC)c(-c2ccc(C(F)(F)F)cc2CN2C(=O)OC(c3cc(C(F)(F)F)cc(C(F)(F)F)c3)C2C)c1, [K+], [OH-], O. Product: COc1ccc(-c2ccccc2C(=O)O)cc1-c1ccc(C(F)(F)F)cc1CN1C(=O)OC(c2cc(C(F)(F)F)cc(C(F)(F)F)c2)C1C. As a reaction SMILES: [CH3:55][CH2:56][OH:57].[ClH:54].[F:1][C:2]([c:3]1[cH:4][c:5]([CH:13]2[CH:14]([CH3:48])[N:15]([CH2:19][c:20]3[c:21](-[c:30]4[cH:31][c:32](-[c:38]5[c:39]([C:44](=[O:45])[O:46][CH3:47])[cH:40][cH:41][cH:42][cH:43]5)[cH:33][cH:34][c:35]4[O:36][CH3:37])[cH:22][cH:23][c:24]([C:26]([F:27])([F:28])[F:29])[cH:25]3)[C:16](=[O:18])[O:17]2)[cH:6][c:7]([C:9]([F:10])([F:11])[F:12])[cH:8]1)([F:49])[F:50].[K+:52].[OH-:51].[OH2:53]>>[F:1][C:2]([c:3]1[cH:4][c:5]([CH:13]2[CH:14]([CH3:48])[N:15]([CH2:19][c:20]3[c:21](-[c:30]4[cH:31][c:32](-[c:38]5[c:39]([C:44](=[O:45])[OH:46])[cH:40][cH:41][cH:42][cH:43]5)[cH:33][cH:34][c:35]4[O:36][CH3:37])[cH:22][cH:23][c:24]([C:26]([F:27])([F:28])[F:29])[cH:25]3)[C:16](=[O:18])[O:17]2)[cH:6][c:7]([C:9]([F:10])([F:11])[F:12])[cH:8]1)([F:49])[F:50].